Dataset: the Open Reaction Database (ORD), a public repository of structured organic reaction records. Task: describe an organic reaction: reactants, conditions, products, and yield The reactants are ONC(=O)C1=CC=C(OC(=O)C2(CCCCC2)C2=CC=C(C(=O)OC(C)(C)C)C=C2)C=C1 (tert-Butyl 4-[1-({4-[(hydroxyamino)carbonyl]phenoxy}-carbonyl)cyclohexyl]benzoate), ClCCl (dichloromethane), FC(C(=O)O)(F)F (trifluoroacetic acid). Run in C(C)(=O)OCC (ethyl acetate). The product is ONC(=O)C1=CC=C(OC(=O)C2(CCCCC2)C2=CC=C(C(=O)O)C=C2)C=C1 (4-[1-({4-[(Hydroxyamino)carbonyl]phenoxy}carbonyl)cyclohexyl]-benzoic acid). Yield: 48.0%. RXN SMILES: [OH:1][NH:2][C:3]([C:5]1[CH:32]=[CH:31][C:8]([O:9][C:10]([C:12]2([C:18]3[CH:30]=[CH:29][C:21]([C:22]([O:24]C(C)(C)C)=[O:23])=[CH:20][CH:19]=3)[CH2:17][CH2:16][CH2:15][CH2:14][CH2:13]2)=[O:11])=[CH:7][CH:6]=1)=[O:4].ClCCl.FC(F)(F)C(O)=O>C(OCC)(=O)C>[OH:1][NH:2][C:3]([C:5]1[CH:6]=[CH:7][C:8]([O:9][C:10]([C:12]2([C:18]3[CH:19]=[CH:20][C:21]([C:22]([OH:24])=[O:23])=[CH:29][CH:30]=3)[CH2:13][CH2:14][CH2:15][CH2:16][CH2:17]2)=[O:11])=[CH:31][CH:32]=1)=[O:4]. Reported procedure: A mixture of tert-butyl 4-[1-({4-[(hydroxyamino)carbonyl]phenoxy}-carbonyl)cyclohexyl]-benzoate (PX118926) (0.12 g, 0.27 mmol), dichloromethane (4 ml), and trifluoroacetic acid (1 ml) was stirred under argon atmosphere at room temperature until the starting material disappeared (ca. 2 hours). The mixture was supplemented with ethyl acetate (150 ml), the obtained solution was washed successively with water (2×100 ml), brine (50 ml), and dried (Na2SO4). The solvents were evaporated and the residue... Yields the product NC1=C(C=C(C2=C1C(C=C(O2)C2=CC(=C(C=C2)NCC(=O)O)F)=O)F)F (5-amino-2-(4-carboxymethylamino-3-fluorophenyl)-6,8-difluoro-4H-1-benzopyran-4-one). Run at temperature 50 celsius, time 10 minute. The yield is 102.3%. Starting materials: aqueous solution, [OH-].[Na+] (sodium hydroxide), C(C)(=O)N(CC(=O)OCC)C1=C(C=C(C=C1)C=1OC2=C(C(C1)=O)C(=C(C=C2F)F)N)F (2-[4-(N-acetyl-N-ethoxycarbonylmethylamino)-3-fluorophenyl]-5-amino-6,8-difluoro-4H-1-benzopyran-4-one). Reported procedure: 30 ml ethanol and 4.3 ml of a 2N aqueous solution of sodium hydroxide were added to 560 mg (1.43 mmol) of Compound 44 obtained in Example 44 and the mixture was stirred at 50° C. for 10 minutes. The reaction solution was cooled to room temperature and the precipitated crystals were collected by filtration to give 533 mg (97%) of Compound 45. Solvent: C(C)O (ethanol). As a reaction SMILES: [OH-].[Na+].C([N:6]([C:13]1[CH:18]=[CH:17][C:16]([C:19]2[O:20][C:21]3[C:29]([F:30])=[CH:28][C:27]([F:31])=[C:26]([NH2:32])[C:22]=3[C:23](=[O:25])[CH:24]=2)=[CH:15][C:14]=1[F:33])[CH2:7][C:8]([O:10]CC)=[O:9])(=O)C>C(O)C>[NH2:32][C:26]1[C:22]2[C:23](=[O:25])[CH:24]=[C:19]([C:16]3[CH:17]=[CH:18][C:13]([NH:6][CH2:7][C:8]([OH:10])=[O:9])=[C:14]([F:33])[CH:15]=3)[O:20][C:21]=2[C:29]([F:30])=[CH:28][C:27]=1[F:31] |f:0.1|.